Dataset: the Open Reaction Database (ORD), a public repository of structured organic reaction records. Task: describe an organic reaction: reactants, conditions, products, and yield RXN SMILES: [OH-].[Na+].[N:3]1([CH2:8][C:9]#[C:10][CH2:11][NH:12][C:13]([NH:15]C(=O)C2C=CC=CC=2)=[O:14])[CH2:7][CH2:6][CH2:5][CH2:4]1>>[N:3]1([CH2:8][C:9]#[C:10][CH2:11][NH:12][C:13]([NH2:15])=[O:14])[CH2:4][CH2:5][CH2:6][CH2:7]1 |f:0.1|. Procedure: To a solution of sodium hydroxide (0.1 mol) at 80° C. is added N-[[[4-(1-pyrrolidinyl)-2-butynyl]amino]-carbonyl]-benzamide (4.3 g, 0.015 mol) (Example 1f) in one portion. The solution is allowed to stir for 12 minutes, cooled, extracted with chloroform, dried over magnesium sulfate and concentrated to give an oil which solidifies upon standing; mp 71°-73° C. The reactants are [OH-].[Na+] (sodium hydroxide), N1(CCCC1)CC#CCNC(=O)NC(C1=CC=CC=C1)=O (N-[[[4-(1-pyrrolidinyl)-2-butynyl]amino]-carbonyl]-benzamide). The product is N1(CCCC1)CC#CCNC(=O)N (N-[4-(1-Pyrrolidinyl)-2-butynyl]-urea). Conditions: time 12 minute. Reactants: O=C=NCc1ccc(Br)cc1, C1CCOC1, Cc1ccccc1, COC(=O)c1cc2c(N)cccc2cn1. Yields the product COC(=O)c1cc2c(NC(=O)NCc3ccc(Br)cc3)cccc2cn1. RXN SMILES: [Br:23][c:24]1[cH:25][cH:26][c:27]([CH2:30][N:31]=[C:32]=[O:33])[cH:28][cH:29]1.[CH2:34]1[O:35][CH2:36][CH2:37][CH2:38]1.[CH3:16][c:17]1[cH:18][cH:19][cH:20][cH:21][cH:22]1.[NH2:1][c:2]1[c:3]2[cH:4][c:5]([C:12](=[O:13])[O:14][CH3:15])[n:6][cH:7][c:8]2[cH:9][cH:10][cH:11]1>>[NH:1]([c:2]1[c:3]2[cH:4][c:5]([C:12](=[O:13])[O:14][CH3:15])[n:6][cH:7][c:8]2[cH:9][cH:10][cH:11]1)[C:32]([NH:31][CH2:30][c:27]1[cH:26][cH:25][c:24]([Br:23])[cH:29][cH:28]1)=[O:33]. Reactants: COc1ccc(N2CCN(c3ccc(-n4cn[nH]c4=O)cc3)CC2)cc1, CC(O)C1(c2ccc(F)cc2F)CO1. Yields the product COc1ccc(N2CCN(c3ccc(-n4cnn(C(C)C5(c6ccc(F)cc6F)CO5)c4=O)cc3)CC2)cc1. As a reaction SMILES: [CH3:15][O:16][c:17]1[cH:18][cH:19][c:20]([N:23]2[CH2:24][CH2:25][N:26]([c:29]3[cH:30][cH:31][c:32](-[n:35]4[c:36](=[O:40])[nH:37][n:38][cH:39]4)[cH:33][cH:34]3)[CH2:27][CH2:28]2)[cH:21][cH:22]1.[F:1][c:2]1[c:3]([C:9]2([CH:12]([CH3:13])[OH:14])[O:10][CH2:11]2)[cH:4][cH:5][c:6]([F:8])[cH:7]1>>[F:1][c:2]1[c:3]([C:9]2([CH:12]([CH3:13])[n:37]3[c:36](=[O:40])[n:35](-[c:32]4[cH:31][cH:30][c:29]([N:26]5[CH2:25][CH2:24][N:23]([c:20]6[cH:19][cH:18][c:17]([O:16][CH3:15])[cH:22][cH:21]6)[CH2:28][CH2:27]5)[cH:34][cH:33]4)[cH:39][n:38]3)[O:10][CH2:11]2)[cH:4][cH:5][c:6]([F:8])[cH:7]1.